From a dataset of the Open Reaction Database (ORD), a public repository of structured organic reaction records. describe an organic reaction: reactants, conditions, products, and yield Starting materials: S(=O)(=O)([O-])[O-].[Mg+2] (magnesium sulfate), O1COC2=C1C=CC(=C2)C21C(CCC=3C=CCCC23)O1 (7b-benzo[1,3]dioxole-5-yl-1a,2,3,7-tetrahydro-1-oxacyclopropa[a]naphthalene). Solvent: C1(=CC=CC=C1)C (toluene). Run at temperature 80 celsius. Product: O1COC2=C1C=CC(=C2)C2C(CCC1=CC=CC=C21)=O (1-benzo[1,3]dioxole-5-yl-3,4-dihydro-1H-naphthalene-2-one). RXN SMILES: S([O-])([O-])(=O)=O.[Mg+2].[O:7]1[C:11]2[CH:12]=[CH:13][C:14]([C:16]34[O:26][CH:17]3[CH2:18][CH2:19][C:20]3[CH:21]=[CH:22][CH2:23][CH2:24][C:25]=34)=[CH:15][C:10]=2[O:9][CH2:8]1>C1(C)C=CC=CC=1>[O:7]1[C:11]2[CH:12]=[CH:13][C:14]([CH:16]3[C:25]4[C:20](=[CH:21][CH:22]=[CH:23][CH:24]=4)[CH2:19][CH2:18][C:17]3=[O:26])=[CH:15][C:10]=2[O:9][CH2:8]1 |f:0.1|. Procedure: 6.0 Grams (0.05 mols) of magnesium sulfate and 500 mL of toluene were added to 53.3 g (0.20 mols) of 7b-benzo[1,3]dioxole-5-yl-1a,2,3,7-tetrahydro-1-oxacyclopropa[a]naphthalene, and the mixture was heated at 80° C. for 2 hours. After cooled, the reaction product was washed two times each with 250 mL of water, and the organic layer was condensed under reduced pressure to obtain 1-benzo[1,3]dioxole-5-yl-3,4-dihydro-1H-naphthalene-2-one represented by the following formula, Starting materials: C(C)(=O)OC(C)=O (acetic anhydride), NC=1NC(C(C(N1)=O)C)=O (2-amino-4,6-dioxo-5-methyl-pyrimidine). Solvent: C(C)(=O)O (acetic acid). Product: C(C)(=O)NC=1NC(C(C(N1)=O)C)=O (2-Acetylamino-4,6-dioxo-5-methyl-pyrimidine). As a reaction SMILES: [NH2:1][C:2]1[NH:3][C:4](=[O:10])[CH:5]([CH3:9])[C:6](=[O:8])[N:7]=1.[C:11](OC(=O)C)(=[O:13])[CH3:12]>C(O)(=O)C>[C:11]([NH:1][C:2]1[NH:7][C:6](=[O:8])[CH:5]([CH3:9])[C:4](=[O:10])[N:3]=1)(=[O:13])[CH3:12]. Procedure details: 80 parts of 2-amino-4,6-dioxo-5-methyl-pyrimidine are treated for 8 hours under reflux in a mixture comprising 500 parts by volume of acetic acid and 108 parts by volume of acetic anhydride. 87 parts of the desired product are obtained by filtration, washing with ether and drying in vacuo. Starting materials: O1CCCC=C1 (dihydropyran), C1(=CC=C(C=C1)S(=O)(=O)O)C (p-Toluenesulfonic acid), IC=1C=NN(C1)CC(CO)(C)C (3-(4-iodopyrazol-1-yl)-2,2-dimethyl-propan-1-ol), IC=1C=NN(C1)CC(CO)(C)C (3-(4-iodopyrazol-1-yl)-2,2-dimethyl-propan-1-ol). The solvent is C(Cl)Cl (DCM), CCOC(=O)C (EtOAc). Yields the product CC(CN1N=CC(=C1)I)(COC1OCCCC1)C (1-[2,2-dimethyl-3-(tetrahydro-2H-pyran-2-yloxy)propyl]-4-iodo-1H-pyrazole). Yield: 91.6%. RXN SMILES: C1(C)C=CC(S(O)(=O)=O)=CC=1.[I:12][C:13]1[CH:14]=[N:15][N:16]([CH2:18][C:19]([CH3:23])([CH3:22])[CH2:20][OH:21])[CH:17]=1.[O:24]1[CH:29]=[CH:28][CH2:27][CH2:26][CH2:25]1>C(Cl)Cl.CCOC(C)=O>[CH3:22][C:19]([CH3:23])([CH2:20][O:21][CH:25]1[CH2:26][CH2:27][CH2:28][CH2:29][O:24]1)[CH2:18][N:16]1[CH:17]=[C:13]([I:12])[CH:14]=[N:15]1. Procedure details: p-Toluenesulfonic acid (44 mg, 0.26 mmol) was added to a stirring solution of 3-(4-iodopyrazol-1-yl)-2,2-dimethyl-propan-1-ol (Compound 47E, 500 mg, 1.79 mmol) in DCM (2.58 mL). The mixture was stirred under argon, chilled in an ice-bath, then dihydropyran (0.261 mL, 2.86 mmol) was added, stirred and gradually warmed to rt over 16 hrs. The reaction mixture was diluted with EtOAc and washed with brine (2×), dried over sodium sulfate, filtered and concentrated in vacuo and purified using a Teledyn...